This data is from the Open Reaction Database (ORD), a public repository of structured organic reaction records. The task is: describe an organic reaction: reactants, conditions, products, and yield Starting materials: O=C([O-])[O-], CN(C)C=O, Fc1cc(F)cc(CBr)c1, [K+], [K+], COCn1cc2cc(CC(OC(=O)N3CCC(c4cc5ccccc5[nH]c4=O)CC3)c3ncc[nH]3)cc(C)c2n1. The product is COCn1cc2cc(CC(OC(=O)N3CCC(c4cc5ccccc5[nH]c4=O)CC3)c3nccn3Cc3cc(F)cc(F)c3)cc(C)c2n1. As a reaction SMILES: [C:51](=[O:52])([O-:53])[O-:54].[CH3:57][N:58]([CH3:59])[CH:60]=[O:61].[F:41][c:42]1[cH:43][c:44]([CH2:45][Br:46])[cH:47][c:48]([F:50])[cH:49]1.[K+:55].[K+:56].[O:1]=[c:2]1[nH:3][c:4]2[cH:5][cH:6][cH:7][cH:8][c:9]2[cH:10][c:11]1[CH:12]1[CH2:13][CH2:14][N:15]([C:18](=[O:19])[O:20][CH:21]([CH2:22][c:23]2[cH:24][c:25]3[cH:26][n:27]([CH2:33][O:34][CH3:35])[n:28][c:29]3[c:30]([CH3:32])[cH:31]2)[c:36]2[nH:37][cH:38][cH:39][n:40]2)[CH2:16][CH2:17]1>>[O:1]=[c:2]1[nH:3][c:4]2[cH:5][cH:6][cH:7][cH:8][c:9]2[cH:10][c:11]1[CH:12]1[CH2:13][CH2:14][N:15]([C:18](=[O:19])[O:20][CH:21]([CH2:22][c:23]2[cH:24][c:25]3[cH:26][n:27]([CH2:33][O:34][CH3:35])[n:28][c:29]3[c:30]([CH3:32])[cH:31]2)[c:36]2[n:37]([CH2:45][c:44]3[cH:43][c:42]([F:41])[cH:49][c:48]([F:50])[cH:47]3)[cH:38][cH:39][n:40]2)[CH2:16][CH2:17]1.